The task is: describe an organic reaction: reactants, conditions, products, and yield. This data is from the Open Reaction Database (ORD), a public repository of structured organic reaction records. The reactants are Clc1ccccc1, NCCc1c[nH]c2ccccc12, O, CC(=O)C(CCCCl)C(=O)c1ccccc1. The product is CC1=C(C(=O)c2ccccc2)CCCN1CCc1c[nH]c2ccccc12. As a reaction SMILES: [Cl:17][c:18]1[cH:19][cH:20][cH:21][cH:22][cH:23]1.[NH2:24][CH2:25][CH2:26][c:27]1[cH:28][nH:29][c:30]2[cH:31][cH:32][cH:33][cH:34][c:35]12.[OH2:36].[c:1]1([C:7]([CH:8]([C:9]([CH3:10])=[O:15])[CH2:12][CH2:13][CH2:14][Cl:11])=[O:16])[cH:2][cH:3][cH:4][cH:5][cH:6]1>>[c:1]1([C:7]([C:8]2=[C:9]([CH3:10])[N:24]([CH2:25][CH2:26][c:27]3[cH:28][nH:29][c:30]4[cH:31][cH:32][cH:33][cH:34][c:35]34)[CH2:14][CH2:13][CH2:12]2)=[O:16])[cH:2][cH:3][cH:4][cH:5][cH:6]1. Starting materials: [Li]CCCC, COc1cccc(C(=O)Nc2ccccc2)c1, CI. The product is COc1cccc(C(=O)Nc2ccccc2)c1C. As a reaction SMILES: [CH2:18]([Li:19])[CH2:20][CH2:21][CH3:22].[CH3:1][O:2][c:3]1[cH:4][c:5]([C:6](=[O:7])[NH:8][c:9]2[cH:10][cH:11][cH:12][cH:13][cH:14]2)[cH:15][cH:16][cH:17]1.[CH3:23][I:24]>>[CH3:1][O:2][c:3]1[c:4]([CH3:18])[c:5]([C:6](=[O:7])[NH:8][c:9]2[cH:10][cH:11][cH:12][cH:13][cH:14]2)[cH:15][cH:16][cH:17]1. Starting materials: CC(=O)O, CCO, C=Cc1ccc2ccccc2n1, c1ccc(N2CCNCC2)cc1. Product: c1ccc(N2CCN(CCc3ccc4ccccc4n3)CC2)cc1. RXN SMILES: [CH3:13][C:14](=[O:15])[OH:16].[CH3:29][CH2:30][OH:31].[CH:1](=[CH2:2])[c:3]1[n:4][c:5]2[cH:6][cH:7][cH:8][cH:9][c:10]2[cH:11][cH:12]1.[c:17]1([N:23]2[CH2:24][CH2:25][NH:26][CH2:27][CH2:28]2)[cH:18][cH:19][cH:20][cH:21][cH:22]1>>[CH2:1]([CH2:2][N:26]1[CH2:25][CH2:24][N:23]([c:17]2[cH:18][cH:19][cH:20][cH:21][cH:22]2)[CH2:28][CH2:27]1)[c:3]1[n:4][c:5]2[cH:6][cH:7][cH:8][cH:9][c:10]2[cH:11][cH:12]1. The reactants are S1CNC2=C1C=CC=C2 (2,3-dihydro-1,3-benzothiazole), NC1=C(C=CC=C1)S (2-aminobenzenethiol), C=O (formalin), ClC=1C=C(C(=O)Cl)C=C(C1OC)C#N (3-chloro-5-cyano-4-methoxybenzoyl chloride). The solvent is ClCCl (dichloromethane), C(C)N(CC)CC (triethylamine). Reaction conditions: time 1.5 hour. The product is ClC=1C=C(C(=O)N2CSC3=C2C=CC=C3)C=C(C1OC)C#N (3-(3-chloro-5-cyano-4-methoxybenzoyl)-2,3-dihydro-1,3-benzothiazole). Reaction SMILES: [S:1]1[C:5]2[CH:6]=[CH:7][CH:8]=[CH:9][C:4]=2[NH:3][CH2:2]1.NC1C=CC=CC=1S.C=O.[Cl:20][C:21]1[CH:22]=[C:23]([CH:27]=[C:28]([C:32]#[N:33])[C:29]=1[O:30][CH3:31])[C:24](Cl)=[O:25]>ClCCl.C(N(CC)CC)C>[Cl:20][C:21]1[CH:22]=[C:23]([CH:27]=[C:28]([C:32]#[N:33])[C:29]=1[O:30][CH3:31])[C:24]([N:3]1[C:4]2[CH:9]=[CH:8][CH:7]=[CH:6][C:5]=2[S:1][CH2:2]1)=[O:25]. Reported procedure: 2,3-dihydro-1,3-benzothiazole synthesized from 2-aminobenzenethiol (810 mg) and 37% formalin (0.53 mL) in the same manner as in the synthesis of Example 1 was dissolved in dichloromethane (15 mL), and triethylamine (1.90 mL) and 3-chloro-5-cyano-4-methoxybenzoyl chloride (993 mg) were added to the solution, and then the mixture was stirred at room temperature for 1.5 hours. The solvent was distilled off under reduced pressure and water was added, and then the mixture was extracted with ethyl ace...